Dataset: the Open Reaction Database (ORD), a public repository of structured organic reaction records. Task: describe an organic reaction: reactants, conditions, products, and yield Reactants: [Si](C)(C)(C(C)(C)C)O[C@H]1C[C@@H](O[C@@H]1C=CC(=O)OCC)N1C(=O)NC(=O)C(C)=C1 (3'-O-t-butyldimethylsilyl-5'-carbethoxymethylene-5'-deoxy-thymidine), C(C)(=O)OCC (ethyl acetate). Reagents/catalysts: [Pd] (Pd/C). Conditions: time 16 hour. Product: [Si](C)(C)(C(C)(C)C)O[C@H]1C[C@@H](O[C@@H]1CCCC(=O)OCC)N1C(=O)NC(=O)C(C)=C1 (3'-O-t-Butyldimethylsilyl-5'-deoxy-5'-carbethoxyethyl thymidine). Isolated yield 95.0%. As a reaction SMILES: [Si:1]([O:8][C@@H:9]1[C@@H:13]([CH:14]=[CH:15]C(OCC)=O)[O:12][C@@H:11]([N:21]2[CH:29]=[C:27]([CH3:28])[C:25](=[O:26])[NH:24][C:22]2=[O:23])[CH2:10]1)([C:4]([CH3:7])([CH3:6])[CH3:5])([CH3:3])[CH3:2].[C:30]([O:33][CH2:34][CH3:35])(=[O:32])[CH3:31]>[Pd]>[Si:1]([O:8][C@@H:9]1[C@@H:13]([CH2:14][CH2:15][CH2:31][C:30]([O:33][CH2:34][CH3:35])=[O:32])[O:12][C@@H:11]([N:21]2[CH:29]=[C:27]([CH3:28])[C:25](=[O:26])[NH:24][C:22]2=[O:23])[CH2:10]1)([C:4]([CH3:5])([CH3:6])[CH3:7])([CH3:3])[CH3:2]. Procedure details: To a stirred solution of 3'-O-t-butyldimethylsilyl-5'-carbethoxymethylene-5'-deoxy-thymidine (4.24 g, 10 mmol) in ethyl acetate was added 200 mg of 10% Pd/C under nitrogen atmosphere. The nitrogen gas was removed by vacuum and hydrogen was introduced. This procedure was repeated twice, and stirring was continued under atmospheric pressure of hydrogen for 16 hours. The catalyst was filtered over a celite pad, and the solvent was removed in vacuo. The title compound was crystallized from hexane/et... Reactants: C(C)C1=CC=CC=2C(=[N+](CC(NC21)=O)[O-])C2=C(C=CC=C2)F (9-ethyl-5-(2-fluorophenyl)-2,3-dihydro-1H-1,4-benzodiazepin-2-one-4-oxide), C(C)(=O)OC(C)=O (acetic anhydride). Run in C(Cl)(Cl)Cl (chloroform). Conditions: time 8 hour. Product: C(C)(=O)OC1C(NC2=C(C(=N1)C1=C(C=CC=C1)F)C=CC=C2CC)=O ((3RS)-3-acetoxy-5-(2-fluorophenyl)-9-ethyl-2,3-dihydro-1H-1,4-benzodiazepin-2-one). The yield is 61.3%. As a reaction SMILES: [CH2:1]([C:3]1[C:13]2[NH:12][C:11](=[O:14])[CH2:10][N+:9]([O-])=[C:8]([C:16]3[CH:21]=[CH:20][CH:19]=[CH:18][C:17]=3[F:22])[C:7]=2[CH:6]=[CH:5][CH:4]=1)[CH3:2].[C:23]([O:26]C(=O)C)(=[O:25])[CH3:24]>C(Cl)(Cl)Cl>[C:23]([O:26][CH:10]1[N:9]=[C:8]([C:16]2[CH:21]=[CH:20][CH:19]=[CH:18][C:17]=2[F:22])[C:7]2[CH:6]=[CH:5][CH:4]=[C:3]([CH2:1][CH3:2])[C:13]=2[NH:12][C:11]1=[O:14])(=[O:25])[CH3:24]. Procedure details: A mixture of 9-ethyl-5-(2-fluorophenyl)-2,3-dihydro-1H-1,4-benzodiazepin-2-one-4-oxide (9.0 g) and acetic anhydride (32 ml) in chloroform (32 ml) was stirred at room temperature overnight. The reaction mixture was evaporated to remove chloroform. Diisopropyl ether was added to the residue to afford powder, which was collected by filtration and washed with diisopropyl ether to give (3RS)-3-acetoxy-5-(2-fluorophenyl)-9-ethyl-2,3-dihydro-1H-1,4-benzodiazepin-2-one (6.30 g, 61.3%). Starting materials: CSc1nc(=O)n(C)c2c1c(=O)n(-c1ccccc1)c(=O)n2-c1ccccc1, Cc1ccccc1, CCOCC, Nc1ccc(Cl)cc1. Product: Cn1c(=O)nc(Nc2ccc(Cl)cc2)c2c(=O)n(-c3ccccc3)c(=O)n(-c3ccccc3)c21. As a reaction SMILES: [CH3:1][n:2]1[c:3](=[O:28])[n:4][c:5]([S:26][CH3:27])[c:6]2[c:7]1[n:8](-[c:20]1[cH:21][cH:22][cH:23][cH:24][cH:25]1)[c:9](=[O:19])[n:10](-[c:13]1[cH:14][cH:15][cH:16][cH:17][cH:18]1)[c:11]2=[O:12].[CH3:29][c:30]1[cH:31][cH:32][cH:33][cH:34][cH:35]1.[CH3:44][CH2:45][O:46][CH2:47][CH3:48].[NH2:36][c:37]1[cH:38][cH:39][c:40]([Cl:41])[cH:42][cH:43]1>>[CH3:1][n:2]1[c:3](=[O:28])[n:4][c:5]([NH:36][c:37]2[cH:38][cH:39][c:40]([Cl:41])[cH:42][cH:43]2)[c:6]2[c:7]1[n:8](-[c:20]1[cH:21][cH:22][cH:23][cH:24][cH:25]1)[c:9](=[O:19])[n:10](-[c:13]1[cH:14][cH:15][cH:16][cH:17][cH:18]1)[c:11]2=[O:12].